This data is from the Open Reaction Database (ORD), a public repository of structured organic reaction records. The task is: describe an organic reaction: reactants, conditions, products, and yield Starting materials: CN(C)c1ccncc1, COc1cc2nccc(Cl)c2cc1OC, O=C(C(=O)c1ccco1)c1ccc(O)cc1, Cc1ccccc1C. Yields the product COc1cc2nccc(Oc3ccc(C(=O)C(=O)c4ccco4)cc3)c2cc1OC. RXN SMILES: [CH3:32][N:33]([CH3:34])[c:35]1[cH:36][cH:37][n:38][cH:39][cH:40]1.[Cl:17][c:18]1[cH:19][cH:20][n:21][c:22]2[cH:23][c:24]([O:30][CH3:31])[c:25]([O:28][CH3:29])[cH:26][c:27]12.[OH:1][c:2]1[cH:3][cH:4][c:5]([C:8](=[O:9])[C:10](=[O:11])[c:12]2[o:13][cH:14][cH:15][cH:16]2)[cH:6][cH:7]1.[c:41]1([CH3:42])[c:43]([CH3:44])[cH:45][cH:46][cH:47][cH:48]1>>[O:1]([c:2]1[cH:3][cH:4][c:5]([C:8](=[O:9])[C:10](=[O:11])[c:12]2[o:13][cH:14][cH:15][cH:16]2)[cH:6][cH:7]1)[c:18]1[cH:19][cH:20][n:21][c:22]2[cH:23][c:24]([O:30][CH3:31])[c:25]([O:28][CH3:29])[cH:26][c:27]12. Reactants: O=C1CCC(=O)N1Br, CCS(=O)(=O)c1cccc(-c2cc(C(=O)OC)cc3[nH]c4ncc(C)cc4c23)c1, ClCCl. Yields the product CCS(=O)(=O)c1cccc(-c2c(Br)c(C(=O)OC)cc3[nH]c4ncc(C)cc4c23)c1. As a reaction SMILES: [Br:1][N:2]1[C:3](=[O:4])[CH2:5][CH2:6][C:7]1=[O:8].[CH3:9][O:10][C:11](=[O:12])[c:13]1[cH:14][c:15](-[c:27]2[cH:28][c:29]([S:33](=[O:34])(=[O:35])[CH2:36][CH3:37])[cH:30][cH:31][cH:32]2)[c:16]2[c:17]3[c:18]([nH:19][c:20]2[cH:21]1)[n:22][cH:23][c:24]([CH3:26])[cH:25]3.[Cl:38][CH2:39][Cl:40]>>[Br:1][c:14]1[c:13]([C:11]([O:10][CH3:9])=[O:12])[cH:21][c:20]2[c:16]([c:15]1-[c:27]1[cH:28][c:29]([S:33](=[O:34])(=[O:35])[CH2:36][CH3:37])[cH:30][cH:31][cH:32]1)[c:17]1[c:18]([nH:19]2)[n:22][cH:23][c:24]([CH3:26])[cH:25]1. Starting materials: BrC1=C(CBr)C(=CC(=C1)Cl)Cl (2-bromo-4,6-dichlorobenzyl bromide), C(C)(=O)[O-].[Na+] (sodium acetate). Run in C(C)(=O)O (acetic acid). The product is BrC1=C(CO)C(=CC(=C1)Cl)Cl (2-bromo-4,6-dichlorobenzyl alcohol). The yield is 56.6%. Reaction SMILES: [Br:1][C:2]1[CH:9]=[C:8]([Cl:10])[CH:7]=[C:6]([Cl:11])[C:3]=1[CH2:4]Br.C([O-])(=[O:14])C.[Na+]>C(O)(=O)C>[Br:1][C:2]1[CH:9]=[C:8]([Cl:10])[CH:7]=[C:6]([Cl:11])[C:3]=1[CH2:4][OH:14] |f:1.2|. Procedure details: Heat a mixture of 22 g of 2-bromo-4,6-dichlorobenzyl bromide, 30 g anhydrous sodium acetate and 80 mL of glacial acetic acid for 18 hr at 100° C. Evaporate the mixture to a dry residue. Treat the residue with 200 mL of ethanol and 200 mL of 2N NaOH. Stir the mixture at reflux for 3 hr. Cool the mixture and concentrate the cooled mixture to 50 mL. Extract the cooled concentrate with Et2O. Dry the extract over anhydrous K2CO3 and evaporate it to a dry residue. Recrystallize the residue from toluen... Starting materials: CCOC(=O)C(CC(C)C)c1cc(-c2ccc(C(F)(F)F)cc2)cc(C2CCNCC2)c1, CN(C)C=O, CC(C)CCI. Yields the product CCOC(=O)C(CC(C)C)c1cc(-c2ccc(C(F)(F)F)cc2)cc(C2CCN(CCC(C)C)CC2)c1. RXN SMILES: [CH2:1]([CH3:2])[O:3][C:4]([CH:5]([CH2:6][CH:7]([CH3:8])[CH3:9])[c:10]1[cH:11][c:12](-[c:22]2[cH:23][cH:24][c:25]([C:28]([F:29])([F:30])[F:31])[cH:26][cH:27]2)[cH:13][c:14]([CH:16]2[CH2:17][CH2:18][NH:19][CH2:20][CH2:21]2)[cH:15]1)=[O:32].[CH3:39][N:40]([CH3:41])[CH:42]=[O:43].[I:33][CH2:34][CH2:35][CH:36]([CH3:37])[CH3:38]>>[CH2:1]([CH3:2])[O:3][C:4]([CH:5]([CH2:6][CH:7]([CH3:8])[CH3:9])[c:10]1[cH:11][c:12](-[c:22]2[cH:23][cH:24][c:25]([C:28]([F:29])([F:30])[F:31])[cH:26][cH:27]2)[cH:13][c:14]([CH:16]2[CH2:17][CH2:18][N:19]([CH2:34][CH2:35][CH:36]([CH3:37])[CH3:38])[CH2:20][CH2:21]2)[cH:15]1)=[O:32].